describe an organic reaction: reactants, conditions, products, and yield From a dataset of the Open Reaction Database (ORD), a public repository of structured organic reaction records. The reactants are ClC(Cl)(Cl)OC(OC(Cl)(Cl)Cl)=O (bis(trichloromethyl)carbonate), N1=CC=CC=C1 (pyridine), O1CCCC1 (tetrahydrofuran), O1CCCC1 (tetrahydrofuran). The product is Cl.C(C)(=O)OCCCCNC (4-(methylamino)butyl acetate hydrochloride). RXN SMILES: [Cl:1][C:2]([O:5][C:6](=[O:12])OC(Cl)(Cl)Cl)(Cl)Cl.[N:13]1[CH:18]=C[CH:16]=[CH:15][CH:14]=1.O1CCC[CH2:20]1>>[ClH:1].[C:6]([O:5][CH2:2][CH2:16][CH2:15][CH2:14][NH:13][CH3:18])(=[O:12])[CH3:20] |f:3.4|. Reported procedure: To a solution (20 mL) of bis(trichloromethyl)carbonate (0.59 g) in tetrahydrofuran was dropwise added a solution (1 mL) of pyridine (0.49 mL) in tetrahydrofuran under ice-cooling. After stirring under ice-cooling for 30 min., 4-(methylamino)butyl acetate hydrochloride (1.08 g) obtained in Reference Example 37 was added. A solution (1 mL) of triethylamine (0.84 mL) in tetrahydrofuran was dropwise added, and the mixture was stirred at room temperature for 3 hrs. After concentration under reduced p... The reactants are O=C([O-])O, CC#N, Cc1ccccc1, COC(=O)C(c1ccccc1Cl)N1Cc2ccsc2C(O)C1, C[Si](C)(C)Cl, [I-], [Na+], [Na+], O. Yields the product COC(=O)C(c1ccccc1Cl)N1CCc2sccc2C1. As a reaction SMILES: [C:30](=[O:31])([OH:32])[O-:33].[CH3:35][C:36]#[N:37].[CH3:38][c:39]1[cH:40][cH:41][cH:42][cH:43][cH:44]1.[CH3:8][O:9][C:10]([CH:11]([N:12]1[CH2:13][c:14]2[c:15]([s:19][cH:20][cH:21]2)[CH:16]([OH:18])[CH2:17]1)[c:22]1[c:23]([Cl:28])[cH:24][cH:25][cH:26][cH:27]1)=[O:29].[Cl:3][Si:4]([CH3:5])([CH3:6])[CH3:7].[I-:2].[Na+:1].[Na+:34].[OH2:45]>>[CH3:8][O:9][C:10]([CH:11]([N:12]1[CH2:13][c:14]2[c:15]([s:19][cH:20][cH:21]2)[CH2:16][CH2:17]1)[c:22]1[c:23]([Cl:28])[cH:24][cH:25][cH:26][cH:27]1)=[O:29]. RXN SMILES: [C:28]([CH3:29])([CH3:30])([CH3:31])[O:32][C:33](=[O:34])[N:35]1[CH2:36][CH2:37][N:38]([CH:41]([CH3:42])[c:43]2[cH:44][c:45]([B:50]([OH:51])[OH:52])[c:46]([F:49])[n:47][cH:48]2)[CH2:39][CH2:40]1.[Cl:1][c:2]1[cH:3][c:4]([N:9]([CH2:10][c:11]2[cH:12][cH:13][c:14]([O:17][CH3:18])[cH:15][cH:16]2)[CH2:19][c:20]2[cH:21][cH:22][c:23]([O:26][CH3:27])[cH:24][cH:25]2)[n:5][c:6]([CH3:8])[n:7]1.[K+:57].[O-:53][C:54]([CH3:55])=[O:56].[O:58]1[CH2:59][CH2:60][O:61][CH2:62][CH2:63]1.[OH2:64]>>[c:2]1(-[c:45]2[cH:44][c:43]([CH:41]([N:38]3[CH2:37][CH2:36][N:35]([C:33]([O:32][C:28]([CH3:29])([CH3:30])[CH3:31])=[O:34])[CH2:40][CH2:39]3)[CH3:42])[cH:48][n:47][c:46]2[F:49])[cH:3][c:4]([N:9]([CH2:10][c:11]2[cH:12][cH:13][c:14]([O:17][CH3:18])[cH:15][cH:16]2)[CH2:19][c:20]2[cH:21][cH:22][c:23]([O:26][CH3:27])[cH:24][cH:25]2)[n:5][c:6]([CH3:8])[n:7]1. Product: COc1ccc(CN(Cc2ccc(OC)cc2)c2cc(-c3cc(C(C)N4CCN(C(=O)OC(C)(C)C)CC4)cnc3F)nc(C)n2)cc1. The reactants are CC(c1cnc(F)c(B(O)O)c1)N1CCN(C(=O)OC(C)(C)C)CC1, COc1ccc(CN(Cc2ccc(OC)cc2)c2cc(Cl)nc(C)n2)cc1, [K+], CC(=O)[O-], C1COCCO1, O. The reactants are ( d ), ( a ), acetylated 3,6-dideoxyarabinohexose octyl glycoside, ( b ), Cl.C(CCCCCCC)O (octanol HCl), ( c ), C(C)(=O)[O-].[Na+] (sodium acetate), Cl (HCl), C(C)(=O)Cl (acetyl chloride). The solvent is C(C)(=O)OC(C)=O (acetic anhydride), C(=O)(C(F)(F)F)O (TFA), C(CCCCCCC)O (octanol). Product: CC(CCCCCC)O ((+)-2 octanol). Reaction SMILES: Cl.[C:2](Cl)(=[O:4])[CH3:3].Cl.[CH2:7](O)[CH2:8][CH2:9][CH2:10][CH2:11][CH2:12]CC.C([O-])(=O)C.[Na+]>C(O)(C(F)(F)F)=O.C(OC(=O)C)(=O)C.C(O)CCCCCCC>[CH3:3][CH:2]([OH:4])[CH2:7][CH2:8][CH2:9][CH2:10][CH2:11][CH3:12] |f:2.3,4.5|. Procedure: Assignment of the absolute configuration of the TSL-1 and ES 3,6-dideoxyhexose was achieved by GC/MS analysis of the acetylated glycosides formed from chiral 2-octanol. 3M HCl in both (-)-2 and (+)-2 octanol (available from Sigma) were prepared by the dropwise addition of about 256 μl acetyl chloride (available from Mallinckrodt, Inc., Paris, Ky.) to about 1.2 ml octanol. Derivatizations of TSL-1 and ES antigens were achieved by: (a) hydrolysis in 2M TFA at about 121° C. for about 1 hour (hr); (... The reactants are C(C)(=O)C1=CC=C(NC(C2=CC=C(C=C2)C=O)=O)C=C1 (4′-acetyl-4-formylbenzanilide), FC1=C(C=CC(=C1)F)[C@@](CN1N=CN=C1)([C@@H](C)SC(CO)CO)O ((2R,3R)-2-(2,4-difluorophenyl)-3-[[1-(hydroxymethyl)-2-hydroxyethyl]thio]-1-(1H-1,2,4-triazol-1-yl)-2-butanol), O.C1(=CC=C(C=C1)S(=O)(=O)O)C (p-toluenesulfonic acid monohydrate). The product is C(C)(=O)C1=CC=C(NC(C2=CC=C(C=C2)[C@@H]2OC[C@H](CO2)S[C@@H]([C@@](CN2N=CN=C2)(O)C2=C(C=C(C=C2)F)F)C)=O)C=C1 (4′-Acetyl-4-[trans-5-[[(1R,2R)-2-(2,4-difluorophenyl)-2-hydroxy-1-methyl-3-(1H-1,2,4-triazol-1-yl)propyl]thio]-1,3-dioxan-2-yl]benzanilide). Isolated yield 64.8%. RXN SMILES: [C:1]([C:4]1[CH:20]=[CH:19][C:7]([NH:8][C:9](=[O:18])[C:10]2[CH:15]=[CH:14][C:13]([CH:16]=[O:17])=[CH:12][CH:11]=2)=[CH:6][CH:5]=1)(=[O:3])[CH3:2].[F:21][C:22]1[CH:27]=[C:26]([F:28])[CH:25]=[CH:24][C:23]=1[C@:29]([OH:44])([C@H:36]([S:38][CH:39]([CH2:42]O)[CH2:40][OH:41])[CH3:37])[CH2:30][N:31]1[CH:35]=[N:34][CH:33]=[N:32]1.O.C1(C)C=CC(S(O)(=O)=O)=CC=1>>[C:1]([C:4]1[CH:20]=[CH:19][C:7]([NH:8][C:9](=[O:18])[C:10]2[CH:15]=[CH:14][C:13]([C@H:16]3[O:41][CH2:40][C@H:39]([S:38][C@H:36]([CH3:37])[C@:29]([C:23]4[CH:24]=[CH:25][C:26]([F:28])=[CH:27][C:22]=4[F:21])([OH:44])[CH2:30][N:31]4[CH:35]=[N:34][CH:33]=[N:32]4)[CH2:42][O:17]3)=[CH:12][CH:11]=2)=[CH:6][CH:5]=1)(=[O:3])[CH3:2] |f:2.3|. Procedure: In the same manner as that described in Example 3(3), a reaction was carried out using 4′-acetyl-4-formylbenzanilide (200 mg, 0.75 mmol), (2R,3R)-2-(2,4-difluorophenyl)-3-[[1-(hydroxymethyl)-2-hydroxyethyl]thio]-1-(1H-1,2,4-triazol-1-yl)-2-butanol (256 mg, 0.71 mmol) and p-toluenesulfonic acid monohydrate (243 mg, 1.3 mmol) and the reaction mixture was treated according to a similar procedure to that described in Example 3(3) to give the trans isomer of the title compound (280 mg, yield 65%) as ... The reactants are FC=1C(=CN(C1C=1C(=NC=CC1)F)S(=O)(=O)C1=NC=CC=C1C)CN(C(OC(C)(C)C)=O)C (tert-butyl ({4-fluoro-5-(2-fluoropyridin-3-yl)-1-[(3-methylpyridin-2-yl)sulfonyl]-1H-pyrrol-3-yl}methyl)methylcarbamate), C(C)(=O)OCC.Cl (hydrogen chloride-ethyl acetate). The solvent is C(C)(=O)OCC (ethyl acetate), CC(C)O (2-propanol). Run at time 1 hour. Yields the product FC=1C(=CN(C1C=1C(=NC=CC1)F)S(=O)(=O)C1=NC=CC=C1C)CNC (1-{4-fluoro-5-(2-fluoropyridin-3-yl)-1-[(3-methylpyridin-2-yl)sulfonyl]-1H-pyrrol-3-yl}-N-methylmethanamine). Yield: 53.2%. As a reaction SMILES: [F:1][C:2]1[C:3]([CH2:24][N:25](C)[C:26](=O)OC(C)(C)C)=[CH:4][N:5]([S:14]([C:17]2[C:22]([CH3:23])=[CH:21][CH:20]=[CH:19][N:18]=2)(=[O:16])=[O:15])[C:6]=1[C:7]1[C:8]([F:13])=[N:9][CH:10]=[CH:11][CH:12]=1.C(OCC)(=O)C.Cl>C(OCC)(=O)C.CC(O)C>[F:1][C:2]1[C:3]([CH2:24][NH:25][CH3:26])=[CH:4][N:5]([S:14]([C:17]2[C:22]([CH3:23])=[CH:21][CH:20]=[CH:19][N:18]=2)(=[O:16])=[O:15])[C:6]=1[C:7]1[C:8]([F:13])=[N:9][CH:10]=[CH:11][CH:12]=1 |f:1.2|. Reported procedure: To a solution of tert-butyl ({4-fluoro-5-(2-fluoropyridin-3-yl)-1-[(3-methylpyridin-2-yl)sulfonyl]-1H-pyrrol-3-yl}methyl)methylcarbamate (107 mg) in ethyl acetate (2 mL) and 2-propanol (1 mL) were added 4 mol/L hydrogen chloride-ethyl acetate solution (3 mL), and the mixture was stirred at room temperature for 1 hr. The reaction mixture was concentrated under reduced pressure, and the residue was diluted with saturated aqueous sodium hydrogen carbonate solution, and extracted with ethyl acetate.... Reactants: ClC=1C=C(C=CC1Cl)[C@H]1[C@H](CN(CCO1)C(=O)OC(C)(C)C)COCC(=O)N1CCOCC1 (tert-butyl (6R*,7R*)-7-(3,4-dichlorophenyl)-6-{[2-(morpholin-4-yl)-2-oxoethoxy]methyl}-1,4-oxazepane-4-carboxylate), O.[OH-].[Li+] (lithium hydroxide monohydrate), [Cl-].[NH4+] (ammonium chloride), O.[OH-].[Li+] (lithium hydroxide monohydrate). Solvent: C1CCOC1 (THF), CO (methanol), O (water), O (water). Run at temperature 70 celsius, time 2 hour. Yields the product C(C)(C)(C)OC(=O)N1CCO[C@H]([C@H](C1)COCC(=O)O)C1=CC(=C(C=C1)Cl)Cl ({[(6R*,7R*)-4-(tert-butoxycarbonyl)-7-(3,4-dichlorophenyl)-1,4-oxazepan-6-yl]methoxy}acetic acid). The yield is 68.0%. As a reaction SMILES: [Cl:1][C:2]1[CH:3]=[C:4]([C@@H:9]2[O:15][CH2:14][CH2:13][N:12]([C:16]([O:18][C:19]([CH3:22])([CH3:21])[CH3:20])=[O:17])[CH2:11][C@@H:10]2[CH2:23][O:24][CH2:25][C:26](N2CCOCC2)=[O:27])[CH:5]=[CH:6][C:7]=1[Cl:8].[OH2:34].[OH-].[Li+].[Cl-].[NH4+]>C1COCC1.CO.O>[C:19]([O:18][C:16]([N:12]1[CH2:11][C@H:10]([CH2:23][O:24][CH2:25][C:26]([OH:34])=[O:27])[C@H:9]([C:4]2[CH:5]=[CH:6][C:7]([Cl:8])=[C:2]([Cl:1])[CH:3]=2)[O:15][CH2:14][CH2:13]1)=[O:17])([CH3:21])([CH3:20])[CH3:22] |f:1.2.3,4.5|. Procedure: To a solution of tert-butyl (6R*,7R*)-7-(3,4-dichlorophenyl)-6-{[2-(morpholin-4-yl)-2-oxoethoxy]methyl}-1,4-oxazepane-4-carboxylate (649 mg) in THF (2.5 mL) and methanol (2.5 mL) was added a solution of lithium hydroxide monohydrate (108 mg) in distilled water (1.5 mL), and the mixture was stirred at 70° C. for 2 hr. Furthermore, a solution of lithium hydroxide monohydrate (108 mg) in distilled water (1.5 mL) was added, the mixture was stirred at 70° C. overnight, and neutralized with aqueous am... Starting materials: ClC1=C2C(=NC=C1)C=C(S2)C(=O)N2C[C@@H](CC2)OC (7-chloro-2-[(R)-3-methoxypyrrolidine-1-carbonyl]thieno[3,2-b]pyridine), CNC(=O)C=1C2=C(SC1CC)C=C(C=C2)O (2-ethyl-6-hydroxybenzo[b]thiophene-3-carboxylic acid methylamide), C(=O)([O-])[O-].[Cs+].[Cs+] (Cs2CO3). Product: CNC(=O)C=1C2=C(SC1CC)C=C(C=C2)OC2=C1C(=NC=C2)C=C(S1)C(=O)N1C[C@@H](CC1)OC (2-Ethyl-6-[(2-{[(3R)-3-methoxypyrrolidin-1-yl]carbonyl}thieno[3,2-b]pyridin-7-yl)oxy]benzo[b]thiophene-3-carboxylic acid methylamide). Yield: 27.4%. RXN SMILES: Cl[C:2]1[CH:7]=[CH:6][N:5]=[C:4]2[CH:8]=[C:9]([C:11]([N:13]3[CH2:17][CH2:16][C@@H:15]([O:18][CH3:19])[CH2:14]3)=[O:12])[S:10][C:3]=12.[CH3:20][NH:21][C:22]([C:24]1[C:25]2[CH:34]=[CH:33][C:32]([OH:35])=[CH:31][C:26]=2[S:27][C:28]=1[CH2:29][CH3:30])=[O:23].C([O-])([O-])=O.[Cs+].[Cs+]>>[CH3:20][NH:21][C:22]([C:24]1[C:25]2[CH:34]=[CH:33][C:32]([O:35][C:2]3[CH:7]=[CH:6][N:5]=[C:4]4[CH:8]=[C:9]([C:11]([N:13]5[CH2:17][CH2:16][C@@H:15]([O:18][CH3:19])[CH2:14]5)=[O:12])[S:10][C:3]=34)=[CH:31][C:26]=2[S:27][C:28]=1[CH2:29][CH3:30])=[O:23] |f:2.3.4|. Reported procedure: This material was prepared by reacting 7-chloro-2-{[(3R)-3-methoxypyrrolidin-1-yl]carbonyl}thieno[3,2-b]pyridine 4b (74 mg, 0.25 mmole) with 2-ethyl-6-hydroxybenzo[b]thiophene-3-carboxylic acid methylamide 134d (71 mg, 0.30 mmole) and Cs2CO3 (244 mg, 0.75 mmole) in a manner analogous to that described for example 1 to give a yellow solid (34 mg, 19%). 1H NMR (DMSO-d6, 300 MHz), δ8.59 (1H, d, J=5.31 Hz), 8.33 (1H, q, J=4.46 Hz), 8.06 (1H, s), 7.99 (1H, d, J=2.27 Hz), 7.81 (1H, d, J=8.84 Hz), 7.34... Reactants: Cl (HCl), COC=1C=C(C=CC1OC)CC(C)=O ((3,4-dimethoxyphenyl) acetone), [BH4-].[Na+] (sodium borohydride), CN (methylamine). Solvent: CO (methanol). Reaction conditions: temperature 4 celsius, time 30 minute. Yields the product COC=1C=C(C=CC1OC)CC(C)NC ([2-(3,4-dimethoxy-phenyl)-1-methyl-ethyl]-methyl-amine). Isolated yield 92.0%. Reaction SMILES: [CH3:1][O:2][C:3]1[CH:4]=[C:5]([CH2:11][C:12](=O)[CH3:13])[CH:6]=[CH:7][C:8]=1[O:9][CH3:10].[CH3:15][NH2:16].[BH4-].[Na+].Cl>CO>[CH3:1][O:2][C:3]1[CH:4]=[C:5]([CH2:11][CH:12]([NH:16][CH3:15])[CH3:13])[CH:6]=[CH:7][C:8]=1[O:9][CH3:10] |f:2.3|. Reported procedure: A solution of 15.1 g (78 mmol) of (3,4-dimethoxyphenyl) acetone (1) in 102 mL of methanol was cooled to 4° C. and was treated with 35 mL of 40% aqueous methylamine. To the reaction mixture, 3.5 g (92.5 mmol) of sodium borohydride was then added, and the temperature of the reaction was maintained at 4° C. The reaction mixture was allowed to stir for an additional 30 minutes, then concentrated under reduced pressure. To the residue, 60 mL of water was added, and the resulting reaction mixture was ...